Dataset: the Open Reaction Database (ORD), a public repository of structured organic reaction records. Task: describe an organic reaction: reactants, conditions, products, and yield Starting materials: NCC(O)C1=CC2=CC=CC=C2C=C1 (2-amino-1-(2-naphthyl)ethanol), C(#N)[BH3-].[Na+] (sodium cyanoborohydride), O=C(COC1=CC=C(C=C1)CC(=O)OC)C (methyl 4-(2-oxopropoxy)phenylacetate), C1=CC=CC=C1 (benzene). Solvent: CO (methanol). Product: COC(=O)CC1=CC=C(OCC(C)CC(O)(C2=CC3=CC=CC=C3C=C2)N)C=C1 (2-[2-(4-Methoxycarbonylmethylphenoxy)-1-methylethyl]-amino-1-(2-naphthyl)ethanol). Isolated yield 51.2%. Reaction SMILES: N[CH2:2][CH:3]([C:5]1[CH:14]=[CH:13][C:12]2[C:7](=[CH:8][CH:9]=[CH:10][CH:11]=2)[CH:6]=1)[OH:4].O=[C:16]([CH3:30])[CH2:17][O:18][C:19]1[CH:24]=[CH:23][C:22]([CH2:25][C:26]([O:28][CH3:29])=[O:27])=[CH:21][CH:20]=1.C1C=CC=CC=1.C([BH3-])#[N:38].[Na+]>CO>[CH3:29][O:28][C:26]([CH2:25][C:22]1[CH:23]=[CH:24][C:19]([O:18][CH2:17][CH:16]([CH2:2][C:3]([NH2:38])([C:5]2[CH:14]=[CH:13][C:12]3[C:7](=[CH:8][CH:9]=[CH:10][CH:11]=3)[CH:6]=2)[OH:4])[CH3:30])=[CH:20][CH:21]=1)=[O:27] |f:3.4|. Procedure details: Following a procedure similar to that described in Example 6, but using 3 g of 2-amino-1-(2-naphthyl)ethanol (prepared as described in Preparation 9), 3.87 g of methyl 4-(2-oxopropoxy)phenylacetate (prepared as described in Preparation 3), 60 ml of benzene, 50 ml of absolute methanol and 2.49 g of sodium cyanoborohydride, 3.23 g of the title compound were obtained having an Rf=0.15 (thin layer chromatography over silica gel, using ethyl acetate as the developing solvent). The reactants are BrC1=C2C(=CN=C1)N(N=C2)C (4-bromo-1-methyl-1H-pyrazolo[3,4-c]pyridine), BrC1=C2C(=CN=C1)N(N=C2)C (4-bromo-1-methyl-1H-pyrazolo[3,4-c]pyridine), C[Si](C)(C)C#CC=1C=C(C=CC1)N (3-trimethylsilanylethynyl-phenylamine), [F-].C(CCC)[N+](CCCC)(CCCC)CCCC (tetra-n-butylammonium fluoride). Reagents/catalysts: Cl[Pd]([P](C1=CC=CC=C1)(C2=CC=CC=C2)C3=CC=CC=C3)([P](C4=CC=CC=C4)(C5=CC=CC=C5)C6=CC=CC=C6)Cl (dichlorobis(triphenylphosphine)palladium), [Cu]I (copper (I) iodide). Solvent: 3c, C1CCOC1 (THF). Conditions: temperature 80 celsius. The product is CC1=C(C=C(C=C1)N)C#CC1=C2C(=CN=C1)N(N=C2)C (4-Methyl-3-(1-methyl-1H-pyrazolo[3,4-c]pyridin-4-ylethynyl)-phenylamine). Yield: 58.5%. Reaction SMILES: Br[C:2]1[CH:7]=[N:6][CH:5]=[C:4]2[N:8]([CH3:11])[N:9]=[CH:10][C:3]=12.C[Si]([C:16]#[C:17][C:18]1[CH:19]=[C:20]([NH2:24])[CH:21]=[CH:22][CH:23]=1)(C)C.[F-].[CH2:26]([N+](CCCC)(CCCC)CCCC)CCC>C1COCC1.Cl[Pd](Cl)([P](C1C=CC=CC=1)(C1C=CC=CC=1)C1C=CC=CC=1)[P](C1C=CC=CC=1)(C1C=CC=CC=1)C1C=CC=CC=1.[Cu]I>[CH3:26][C:23]1[CH:22]=[CH:21][C:20]([NH2:24])=[CH:19][C:18]=1[C:17]#[C:16][C:2]1[CH:7]=[N:6][CH:5]=[C:4]2[N:8]([CH3:11])[N:9]=[CH:10][C:3]=12 |f:2.3,^1:50,69|. Procedure: In an adaption of GP 3c, 640 mg of 4-bromo-1-methyl-1H-pyrazolo[3,4-c]pyridine (Intermediate 2.1, 3 mmol, 1 eq), 1000 mg 3-trimethylsilanylethynyl-phenylamine (4.92 mmol, 1.63 eq.), 106 mg dichlorobis(triphenylphosphine)palladium (II) (PdCl2(PPh3)2) (0.15 mmol, 5 mol %) and 115 mg copper (I) iodide (0.6 mmol, 0.2 eq.) were dissolved in 15 mL THF (0.2 M) and treated with 3.6 mL tetra-n-butylammonium fluoride solution (1.0 M in THF, 3.6 mmol, 1.2 eq.). The resulting mixture was heated to 80° C. in...